Dataset: the Open Reaction Database (ORD), a public repository of structured organic reaction records. Task: describe an organic reaction: reactants, conditions, products, and yield The reactants are BrC(C(=O)OCC)(C)C (ethyl 2-bromoisobutyrate), C1(=C(C=CC=C1)N)N (1,2-phenylenediamine), BrC(C(=O)OCC)(C)C (ethyl 2-bromoisobutyrate), C(C)(C)NC(C)C (diisopropylamine). Solvent: CN(C)C=O (DMF). Run at time 8 hour. Yields the product CC1(C(NC2=CC=CC=C2N1)=O)C (1,2,3,4-Tetrahydro-3,3-dimethylquinoxalin-2-one). RXN SMILES: [C:1]1([NH2:8])[CH:6]=[CH:5][CH:4]=[CH:3][C:2]=1[NH2:7].Br[C:10]([CH3:17])([CH3:16])[C:11](OCC)=[O:12].C(NC(C)C)(C)C>CN(C=O)C>[CH3:16][C:10]1([CH3:17])[NH:8][C:1]2[C:2](=[CH:3][CH:4]=[CH:5][CH:6]=2)[NH:7][C:11]1=[O:12]. Procedure details: A mixture of 1,2-phenylenediamine (II, 7.55 g), ethyl 2-bromoisobutyrate (III, 12.8 ml), diisopropylamine (15.5 ml) and DMF (30 ml) is heated at 110° for 5 hr, after which an additional ethyl bromoisobutyrate (III, 0.5 ml) and diiopropylethylamine (0.8 ml) is added. After heating for 2 more hours, the reaction is cooled and the DMF is removed in under reduced pressure. The residue is stored overnight in the freezer and then partitioned between ethyl acetate, water, and saline. The phases are sep... Yields the product FC=1C=C2C(=C(C=NC2=CC1)C(=O)OCC)O (ethyl 6-fluoro-4-hydroxy-3-quinoline-carboxylate). Reported procedure: Using the procedure of Example 2, ethyl ethoxymethylene malonate and 4-fluoro-aniline were reacted and treated with phenyl oxide to obtain ethyl 6-fluoro-4-hydroxy-3-quinoline-carboxylate melting at >260° C. Reactants: CCOC=C(C(=O)OCC)C(=O)OCC (ethyl ethoxymethylene malonate), FC1=CC=C(N)C=C1 (4-fluoro-aniline), C1(=CC=CC=C1)OC1=CC=CC=C1 (phenyl oxide). Reaction SMILES: CCO[CH:4]=[C:5]([C:11]([O:13]CC)=O)[C:6]([O:8][CH2:9][CH3:10])=[O:7].[F:16][C:17]1[CH:23]=[CH:22][C:20]([NH2:21])=[CH:19][CH:18]=1.C1(OC2C=CC=CC=2)C=CC=CC=1>>[F:16][C:17]1[CH:18]=[C:19]2[C:20](=[CH:22][CH:23]=1)[N:21]=[CH:4][C:5]([C:6]([O:8][CH2:9][CH3:10])=[O:7])=[C:11]2[OH:13]. The reactants are C(C)(C)(C)OC(=O)N1[C@@H](CC(C1)=NOC(C)(C)C)C(=O)O ((2S,4EZ)-1-(tert-butoxycarbonyl)-4-(tert-butoxyimino)-2-pyrrolidinecarboxylic acid), O=C1OC(=CC=C1C(=O)Cl)CCCCC (2-oxo-6-pentyl-2H-pyran-3-carbonyl chloride), O1COC2=C1C=CC(=C2)CN2CCNCC2 (1-(1,3-benzodioxol-5-ylmethyl)piperazine). The product is C(C)(C)(C)ON=C1CN([C@@H](C1)C(=O)N1CCN(CC1)CC1=CC2=C(OCO2)C=C1)C(=O)C=1C(OC(=CC1)CCCCC)=O ((3EZ,5S)-5-{[4-(1,3-benzodioxol-5-ylmethyl)-1-piperazinyl]carbonyl}-1-[(2-oxo-6-pentyl-2H-pyran-3-yl)carbonyl]-3-pyrrolidinone O-(tert-butyl)oxime). RXN SMILES: C(O[C:6]([N:8]1[CH2:12][C:11](=[N:13][O:14][C:15]([CH3:18])([CH3:17])[CH3:16])[CH2:10][C@H:9]1[C:19]([OH:21])=O)=[O:7])(C)(C)C.[O:22]=[C:23]1[C:28](C(Cl)=O)=[CH:27][CH:26]=[C:25]([CH2:32][CH2:33][CH2:34][CH2:35][CH3:36])[O:24]1.[O:37]1[C:41]2[CH:42]=[CH:43][C:44]([CH2:46][N:47]3[CH2:52][CH2:51][NH:50][CH2:49][CH2:48]3)=[CH:45][C:40]=2[O:39][CH2:38]1>>[C:15]([O:14][N:13]=[C:11]1[CH2:10][C@@H:9]([C:19]([N:50]2[CH2:51][CH2:52][N:47]([CH2:46][C:44]3[CH:43]=[CH:42][C:41]4[O:37][CH2:38][O:39][C:40]=4[CH:45]=3)[CH2:48][CH2:49]2)=[O:21])[N:8]([C:6]([C:28]2[C:23](=[O:22])[O:24][C:25]([CH2:32][CH2:33][CH2:34][CH2:35][CH3:36])=[CH:26][CH:27]=2)=[O:7])[CH2:12]1)([CH3:16])([CH3:17])[CH3:18]. Procedure: Following the general method as outlined in Example 22, starting from (2S,4EZ)-1-(tert-butoxycarbonyl)-4-(tert-butoxyimino)-2-pyrrolidinecarboxylic acid, 2-oxo-6-pentyl-2H-pyran-3-carbonyl chloride, and 1-(1,3-benzodioxol-5-ylmethyl)piperazine the title compound was obtained in 59% purity by LC/MS. MS(ESI+): m/z=595.4. Reactants: CC1(C)OC(=O)Nc2ccc(-c3cc(C#N)cs3)cc21, COc1ccc(P2(=S)SP(=S)(c3ccc(OC)cc3)S2)cc1. The product is CC1(C)OC(=S)Nc2ccc(-c3cc(C#N)cs3)cc21. As a reaction SMILES: [CH3:1][C:2]1([CH3:20])[c:3]2[c:4]([cH:9][cH:10][c:11](-[c:13]3[cH:14][c:15]([C:18]#[N:19])[cH:16][s:17]3)[cH:12]2)[NH:5][C:6](=[O:8])[O:7]1.[CH3:21][O:22][c:23]1[cH:24][cH:25][c:26]([P:27]2(=[S:30])[S:28][P:29]([c:31]3[cH:32][cH:33][c:34]([O:35][CH3:36])[cH:37][cH:38]3)(=[S:39])[S:40]2)[cH:41][cH:42]1>>[CH3:1][C:2]1([CH3:20])[c:3]2[c:4]([cH:9][cH:10][c:11](-[c:13]3[cH:14][c:15]([C:18]#[N:19])[cH:16][s:17]3)[cH:12]2)[NH:5][C:6](=[S:30])[O:7]1.